From a dataset of the Open Reaction Database (ORD), a public repository of structured organic reaction records. describe an organic reaction: reactants, conditions, products, and yield Reactants: FC(C=1C(=CC2=C(N=CNS2(=O)=O)C1)S(N)(=O)=O)(F)F (6-trifluoromethyl-7-sulfamoyl-1,2,4-benzothiadiazine-1,1-dioxide), CC=1C(=CC2=C(N=CNS2(=O)=O)C1)S(N)(=O)=O (6-methyl-7-sulfamoyl-1,2,4-benzothiadiazine-1,1-dioxide). Product: CC=1C(=CC2=C(N=CNS2(=O)=O)C1)S (6-methyl-7-mercapto-1,2,4-benzothiadiazine-1,1-dioxide). RXN SMILES: F[C:2](F)(F)[C:3]1[C:4]([S:15](=O)(=O)N)=[CH:5][C:6]2[S:11](=[O:13])(=[O:12])[NH:10][CH:9]=[N:8][C:7]=2[CH:14]=1.CC1C(S(=O)(=O)N)=CC2S(=O)(=O)NC=NC=2C=1>>[CH3:2][C:3]1[C:4]([SH:15])=[CH:5][C:6]2[S:11](=[O:13])(=[O:12])[NH:10][CH:9]=[N:8][C:7]=2[CH:14]=1. Procedure details: By replacing the 6-trifluoromethyl-7-sulfamoyl-1,2,4-benzothiadiazine-1,1-dioxide employed in Step A of Example 1 by an equivalent quantity of 6-methyl-7-sulfamoyl-1,2,4-benzothiadiazine-1,1-dioxide and then following substantially the same procedure described in Steps A and B of Example 1, there is obtained 6-methyl-7-mercapto-1,2,4-benzothiadiazine-1,1-dioxide. Isolated yield 35.7%. The product is C1C(CCC2=CC=CC=C12)NCC(COC1=CC=C(C=C1)NC(C)=O)O (N-(1,2,3,4-tetrahydronaphth-2-yl)-2-hydroxy-3-(4-acetamidophenoxy)-propanamine). Starting materials: NC1CC2=CC=CC=C2CC1 (2-aminotetralin), C(C)(=O)NC1=CC=C(OCC2CO2)C=C1 (1-(4-acetamidophenoxy)-2,3-epoxypropane), O (water). Reported procedure: A mixture of 2-aminotetralin (2.5 g) and 1-(4-acetamidophenoxy)-2,3-epoxypropane (3.52 g) in dimethylsulfoxide (40 ml) is heated at 80° C. for 5 hours. The reaction mixture is allowed to cool toat room temperature and water (180 ml) is then added thereto. The precipitate which forms is recovered by filtration and crystallized from absolute ethanol (120 ml) yielding 2.15 g of N-(1,2,3,4-tetrahydronaphth-2-yl)-2-hydroxy-3-(4-acetamidophenoxy)-propanamine; m.p. 133°-136° C. Conditions: temperature 80 celsius. As a reaction SMILES: [NH2:1][CH:2]1[CH2:11][CH2:10][C:9]2[C:4](=[CH:5][CH:6]=[CH:7][CH:8]=2)[CH2:3]1.[C:12]([NH:15][C:16]1[CH:26]=[CH:25][C:19]([O:20][CH2:21][CH:22]2[O:24][CH2:23]2)=[CH:18][CH:17]=1)(=[O:14])[CH3:13].O>CS(C)=O>[CH2:3]1[C:4]2[C:9](=[CH:8][CH:7]=[CH:6][CH:5]=2)[CH2:10][CH2:11][CH:2]1[NH:1][CH2:23][CH:22]([OH:24])[CH2:21][O:20][C:19]1[CH:25]=[CH:26][C:16]([NH:15][C:12](=[O:14])[CH3:13])=[CH:17][CH:18]=1. Solvent: CS(=O)C (dimethylsulfoxide). The reactants are ClC=1C=CC(=C(C1)CC(=O)O)OC ((5-chloro-2-methoxy-phenyl)-acetic acid). Run in Br (hydrogen bromide), O (water). Product: ClC=1C=CC(=C(C1)CC(=O)O)O ((5-chloro-2-hydroxy-phenyl)-acetic acid). Isolated yield 88.5%. As a reaction SMILES: [Cl:1][C:2]1[CH:3]=[CH:4][C:5]([O:12]C)=[C:6]([CH2:8][C:9]([OH:11])=[O:10])[CH:7]=1>Br.O>[Cl:1][C:2]1[CH:3]=[CH:4][C:5]([OH:12])=[C:6]([CH2:8][C:9]([OH:11])=[O:10])[CH:7]=1. Procedure details: A solution of (5-chloro-2-methoxy-phenyl)-acetic acid (15.5 g, 77.5 mmol) in 48% aqueous hydrogen bromide was heated to reflux for 20 hours. The solution was cooled, diluted with water and extracted with diethyl ether. The organic layer was dried over magnesium sulfate, filtered and concentrated in vacuo. The crude product was purified by trituration in 2:1 methylene chloride:hexanes to give (5-chloro-2-hydroxy-phenyl)-acetic acid (12.8 g). This was dissolved in a solution of ethanol saturated w... The reactants are CC(=O)OC(C)=O, N#Cc1cnn(-c2c(Cl)cc(C(F)(F)F)c(Cl)c2Cl)c1N, O. Product: CC(=O)Nc1c(C#N)cnn1-c1c(Cl)cc(C(F)(F)F)c(Cl)c1Cl. Reaction SMILES: [CH3:22][C:23](=[O:24])[O:25][C:26](=[O:27])[CH3:28].[NH2:1][c:2]1[c:3]([C:20]#[N:21])[cH:4][n:5][n:6]1-[c:7]1[c:8]([Cl:19])[c:9]([Cl:18])[c:10]([C:14]([F:15])([F:16])[F:17])[cH:11][c:12]1[Cl:13].[OH2:29]>>[NH:1]([c:2]1[c:3]([C:20]#[N:21])[cH:4][n:5][n:6]1-[c:7]1[c:8]([Cl:19])[c:9]([Cl:18])[c:10]([C:14]([F:15])([F:16])[F:17])[cH:11][c:12]1[Cl:13])[C:23]([CH3:22])=[O:24]. Starting materials: C(CCC)[Li].CCCCCC (butyllithium hexane), CN(C)C=O (DMF), ClC1=C(C(=O)O)C=C(C(=N1)Cl)F (2,6-dichloro-5-fluoronicotinic acid), C(C)(C)NC(C)C (diisopropylamine), Cl (Hydrochloric acid). The solvent is C1CCOC1 (THF), C1CCOC1 (THF), C1CCOC1 (THF). Conditions: time 15 minute. Yields the product ClC1=NC(=C(C2=C1C(OC2O)=O)F)Cl (4,6-Dichloro-7-fluoro-1-hydroxyfuro[3,4-c]pyridin-3(1H)-one). The yield is 67.7%. Reaction SMILES: C([Li])CCC.CCCCCC.C(NC(C)C)(C)C.[Cl:19][C:20]1[N:28]=[C:27]([Cl:29])[C:26]([F:30])=[CH:25][C:21]=1[C:22]([OH:24])=[O:23].CN([CH:34]=[O:35])C.Cl>C1COCC1>[Cl:19][C:20]1[C:21]2[C:22](=[O:24])[O:23][CH:34]([OH:35])[C:25]=2[C:26]([F:30])=[C:27]([Cl:29])[N:28]=1 |f:0.1|. Procedure: To a butyllithium-hexane solution (100 mL, 160 mmol) in THF (200 mL) was slowly added diisopropylamine (27.4 mL, 192 mmol) in THF (15 mL) at −78° C. The mixture was stirred at the same temperature for 15 min. A solution of 2,6-dichloro-5-fluoronicotinic acid (14.98 g, 71.4 mmol) in THF (15 mL) was added and the mixture was stirred for 2 h. Next, DMF (29.3 mL, 378 mmol) was added and the mixture was stirred for 1 h. Hydrochloric acid (1N, 400 mL) was added and the mixture was subsequently extract... The reactants are NC(CO)(CO)CO (tromethamine), CCNC(=O)CCC/C=C\C[C@H]1[C@H](C[C@H]([C@@H]1/C=C/[C@H](CCC=2C=CC=CC2)O)O)O (bimatoprost), NC(CO)(CO)CO (Tromethamine), CCNC(=O)CCC/C=C\C[C@H]1[C@H](C[C@H]([C@@H]1/C=C/[C@H](CCC=2C=CC=CC2)O)O)O (Bimatoprost). Run at temperature -20 celsius. The product is CCNC(=O)CCC/C=C\C[C@H]1[C@H](C[C@H]([C@@H]1/C=C/[C@H](CCC=2C=CC=CC2)O)O)O.NC(CO)(CO)CO (Bimatoprost Tromethamine). Reaction SMILES: [NH2:1][C:2]([CH2:7][OH:8])([CH2:5][OH:6])[CH2:3][OH:4].[CH3:9][CH2:10][NH:11][C:12]([CH2:14][CH2:15][CH2:16]/[CH:17]=[CH:18]\[CH2:19][C@@H:20]1[C@@H:24](/[CH:25]=[CH:26]/[C@@H:27]([OH:36])[CH2:28][CH2:29][C:30]2[CH:31]=[CH:32][CH:33]=[CH:34][CH:35]=2)[C@H:23]([OH:37])[CH2:22][C@@H:21]1[OH:38])=[O:13]>>[CH3:9][CH2:10][NH:11][C:12]([CH2:14][CH2:15][CH2:16]/[CH:17]=[CH:18]\[CH2:19][C@@H:20]1[C@@H:24](/[CH:25]=[CH:26]/[C@@H:27]([OH:36])[CH2:28][CH2:29][C:30]2[CH:31]=[CH:32][CH:33]=[CH:34][CH:35]=2)[C@H:23]([OH:37])[CH2:22][C@@H:21]1[OH:38])=[O:13].[NH2:1][C:2]([CH2:7][OH:8])([CH2:5][OH:6])[CH2:3][OH:4] |f:2.3|. Reported procedure: Attempts were made to prepare amorphous tromethamine salt of bimatoprost acid by freeze drying (using a mixture of tert-butanol/water (50/50 v/v) as solvent), rotary evaporation and quenching the melt. The most suitable method, quenching the melt, was selected for the preparation of the amorphous material, followed by characterization before using this material as input material for the polymorphism study. In an attempt, Tromethamine Salt of Bimatoprost acid was heated in a vacuum oven at 120° C... The reactants are N (ammonia), CuCl2, BrC1=CC=CC=2C=C(OC21)C2=CN1CCC2CC1 (3-(7-Bromo-1-benzofuran-2-yl)-1-azabicyclo[2.2.2]oct-2-ene), BrC1=CC=CC=2C=C(OC21)C2=CN1CCC2CC1 (3-(7-Bromo-1-benzofuran-2-yl)-1-azabicyclo[2.2.2]oct-2-ene). Solvent: CO (methanol), CO.N (methanol ammonia). Run at temperature 120 celsius. The product is N12C=C(C(CC1)CC2)C=2OC1=C(C2)C=CC=C1N ([2-(1-Azabicyclo[2.2.2]oct-2-en-3-yl)-1-benzofuran-7-yl]amine). RXN SMILES: Br[C:2]1[C:10]2[O:9][C:8]([C:11]3[CH:16]4[CH2:17][CH2:18][N:13]([CH2:14][CH2:15]4)[CH:12]=3)=[CH:7][C:6]=2[CH:5]=[CH:4][CH:3]=1.[NH3:19]>CO.CO.N>[N:13]12[CH2:18][CH2:17][CH:16]([CH2:15][CH2:14]1)[C:11]([C:8]1[O:9][C:10]3[C:2]([NH2:19])=[CH:3][CH:4]=[CH:5][C:6]=3[CH:7]=1)=[CH:12]2 |f:3.4|. Procedure: 3-(7-Bromo-1-benzofuran-2-yl)-1-azabicyclo[2.2.2]oct-2-ene (300 mg, 0.986 mmol; Intermediate 25) was dissolved in methanol (2 mL). A solution of concentrated aqueous ammonia (25%; 10 mL) and CuCl2 (15 mg) were added and the resulting mixture was heated at 120° C. for 48 h. The mixture was run through a silica plug using methanol/ammonia solution (9:1) as eluent. Concentration in vacuo furnished 236 mg of the crude title product. This material was used directly in subsequent experiments. Reactants: C=CC=C (butadiene), S(=O)(=O)(OCCCCCCCCCCCC)[O-].[Na+] (sodium lauryl sulfate), sodium ethoxylated-lauryl sulfate. Yields the product C(CCCCCCCCCCC)O (lauryl alcohol). As a reaction SMILES: C=CC=C.S([O-])([O:8][CH2:9][CH2:10][CH2:11][CH2:12][CH2:13][CH2:14][CH2:15][CH2:16][CH2:17][CH2:18][CH2:19][CH3:20])(=O)=O.[Na+]>>[CH2:9]([OH:8])[CH2:10][CH2:11][CH2:12][CH2:13][CH2:14][CH2:15][CH2:16][CH2:17][CH2:18][CH2:19][CH3:20] |f:1.2|. Procedure: The surfactant properties of sodium lauryl sulfate and sodium ethoxylated-lauryl sulfate produced from n-lauryl alcohol which is a derivative of butadiene trimer compare very favorably with those of sodium lauryl sulfate and sodium ethoxylated-lauryl sulfate produced from natural lauryl alcohol. On the other hand, surfactant properties of sodium iso-lauryl sulfate are inferior to those of others. Sodium ethoxylated-iso-lauryl sulfate might be used equally to sodium ethoxylated-lauryl sulfate pro... Reactants: C1CCOC1, COCCO[AlH2-]OCCOC, Cc1ccccc1, COC(=O)c1c(C(C)C)nc2c(c1-c1ccc(F)cc1)CCC(=O)N2, [Na+]. Yields the product COC(=O)c1c(C(C)C)nc2c(c1-c1ccc(F)cc1)CCCN2. As a reaction SMILES: [CH2:45]1[O:46][CH2:47][CH2:48][CH2:49]1.[CH3:2][O:3][CH2:4][CH2:5][O:6][AlH2-:7][O:8][CH2:9][CH2:10][O:11][CH3:12].[CH3:38][c:39]1[cH:40][cH:41][cH:42][cH:43][cH:44]1.[F:13][c:14]1[cH:15][cH:16][c:17](-[c:20]2[c:21]([C:34](=[O:35])[O:36][CH3:37])[c:22]([CH:31]([CH3:32])[CH3:33])[n:23][c:24]3[c:29]2[CH2:28][CH2:27][C:26](=[O:30])[NH:25]3)[cH:18][cH:19]1.[Na+:1]>>[F:13][c:14]1[cH:15][cH:16][c:17](-[c:20]2[c:21]([C:34](=[O:35])[O:36][CH3:37])[c:22]([CH:31]([CH3:32])[CH3:33])[n:23][c:24]3[c:29]2[CH2:28][CH2:27][CH2:26][NH:25]3)[cH:18][cH:19]1.